This data is from the Open Reaction Database (ORD), a public repository of structured organic reaction records. The task is: describe an organic reaction: reactants, conditions, products, and yield The reactants are C(C)(C)(C)OC(=O)NC(C(=O)O)CC=1SC=CC1 (rac-α-(tert-butoxyformamido)-3-(thiophen-2-yl)propionic acid), N[C@H]([C@H]([C@@H](O)C1CC1)O)CC1CCCCC1 ((1S,2R,3S)-3-amino-4-cyclohexyl-1-cyclopropyl-1,2-butanediol). Yields the product NC(C(=O)N[C@H]([C@H]([C@@H](O)C1CC1)O)CC1CCCCC1)CC=1SC=CC1 ((RS)-α-amino-N-[(1S,2R,3S)-1-(cyclohexylmethyl)-3-cyclopropyl-2,3-dihydroxypropyl]-3-(thiophen-2-yl)propionamide). Reaction SMILES: C(OC([NH:8][CH:9]([CH2:13][C:14]1[S:15][CH:16]=[CH:17][CH:18]=1)[C:10]([OH:12])=O)=O)(C)(C)C.[NH2:19][C@@H:20]([CH2:28][CH:29]1[CH2:34][CH2:33][CH2:32][CH2:31][CH2:30]1)[C@@H:21]([OH:27])[C@H:22]([CH:24]1[CH2:26][CH2:25]1)[OH:23]>>[NH2:8][CH:9]([CH2:13][C:14]1[S:15][CH:16]=[CH:17][CH:18]=1)[C:10]([NH:19][C@@H:20]([CH2:28][CH:29]1[CH2:34][CH2:33][CH2:32][CH2:31][CH2:30]1)[C@@H:21]([OH:27])[C@H:22]([CH:24]1[CH2:26][CH2:25]1)[OH:23])=[O:12]. Procedure: In an analogous manner to that described above, by the condensation of rac-α-(tert-butoxyformamido)-3-(thiophen-2-yl)propionic acid [Pol. J. Chem. 54(11-12), 2225 (1980)] and (1S,2R,3S)-3-amino-4-cyclohexyl-1-cyclopropyl-1,2-butanediol followed by acidic hydrolysis there was obtained (RS)-α-amino-N-[(1S,2R,3S)-1-(cyclohexylmethyl)-3-cyclopropyl-2,3-dihydroxypropyl]-3-(thiophen-2-yl)propionamide, MS: 381 (M+H)+ as a colourless foam. Starting materials: CN1N=CC(=C1C=O)[N+](=O)[O-] (2-methyl-4-nitro-pyrazole-3-carbaldehyde), CO/C=C(\C)/C(=C/C)/O[Si](C)(C)C ([(Z)-1-[(E)-2-methoxy-1-methyl-vinyl]prop-1-enoxy]-trimethylsilane), CC(C)(C)C(=O)CC(=O)C(C)(C)C.CC(C)(C)C(=O)CC(=O)C(C)(C)C.CC(C)(C)C(=O)CC(=O)C(C)(C)C.[Eu] (Resolve-Al). Reaction conditions: temperature 80 celsius. The product is CC1C(OC=C(C1=O)C)C=1N(N=CC1[N+](=O)[O-])C (3,5-dimethyl-2-(2-methyl-4-nitro-pyrazol-3-yl)-2,3-dihydropyran-4-one). As a reaction SMILES: [CH3:1][N:2]1[C:6]([CH:7]=[O:8])=[C:5]([N+:9]([O-:11])=[O:10])[CH:4]=[N:3]1.CO/[CH:14]=[C:15](/[C:17](/[O:20][Si](C)(C)C)=[CH:18]/[CH3:19])\[CH3:16].CC(C(CC(C(C)(C)C)=O)=O)(C)C.CC(C(CC(C(C)(C)C)=O)=O)(C)C.CC(C(CC(C(C)(C)C)=O)=O)(C)C.[Eu]>>[CH3:19][CH:18]1[C:17](=[O:20])[C:15]([CH3:16])=[CH:14][O:8][CH:7]1[C:6]1[N:2]([CH3:1])[N:3]=[CH:4][C:5]=1[N+:9]([O-:11])=[O:10] |f:2.3.4.5|. Procedure: To a solution of 2-methyl-4-nitro-pyrazole-3-carbaldehyde (487 mg, 3.14 mmol) in CDCl3 (12 mL) was added [(Z)-1-[(E)-2-methoxy-1-methyl-vinyl]prop-1-enoxy]-trimethylsilane (944 mg, 4.71 mmol) and Resolve-Al™ EuFOD (127 mg, 0.31 mmol). The reaction mixture was heated at 80° C. in a sealed tube for 18 hr. The reaction mixture was cooled to room temperature and concentrated under reduced pressure. Purification via silica gel column chromatography (0-100% EtOAc/isohexane) gave 3,5-dimethyl-2-(2-meth...